This data is from the Open Reaction Database (ORD), a public repository of structured organic reaction records. The task is: describe an organic reaction: reactants, conditions, products, and yield Product: O=C(O)C1(c2ccc(C(F)C3CCCC3)cc2)CC1. Reaction SMILES: [CH2:21]([OH:22])[CH2:24][OH:23].[CH:1]1([CH:6]([c:7]2[cH:8][cH:9][c:10]([C:13]3([C:16]#[N:17])[CH2:14][CH2:15]3)[cH:11][cH:12]2)[F:18])[CH2:2][CH2:3][CH2:4][CH2:5]1.[Na+:20].[OH-:19].[OH2:25]>>[CH:1]1([CH:6]([c:7]2[cH:8][cH:9][c:10]([C:13]3([C:16](=[O:19])[OH:23])[CH2:14][CH2:15]3)[cH:11][cH:12]2)[F:18])[CH2:2][CH2:3][CH2:4][CH2:5]1. The reactants are OCCO, N#CC1(c2ccc(C(F)C3CCCC3)cc2)CC1, [Na+], [OH-], O. Reactants: C(C1=CC=CC=C1)OC(=O)N[C@@H](C)C(=O)N1[C@H](C(=O)NC2=CC=CC=C2)CCC1 (N-benzyloxycarbonyl-L-alanyl-L-proline anilide), CCOCC (ether), C(CC)(=O)OC(CC)=O (propionic anhydride). Solvent: 4-N, Br (hydrogen bromide), C(C)(=O)O (acetic acid). Reaction conditions: time 1 hour. The product is C(CC)(=O)N[C@@H](C)C(=O)N1[C@H](C(=O)NC2=CC=CC=C2)CCC1 (N-propionyl-L-alanyl-L-proline anilide). RXN SMILES: C(O[C:9]([NH:11][C@H:12]([C:14]([N:16]1[CH2:29][CH2:28][CH2:27][C@H:17]1[C:18]([NH:20][C:21]1[CH:26]=[CH:25][CH:24]=[CH:23][CH:22]=1)=[O:19])=[O:15])[CH3:13])=[O:10])C1C=CC=CC=1.[CH3:30][CH2:31]OCC.C(OC(=O)CC)(=O)CC>Br.C(O)(=O)C>[C:9]([NH:11][C@H:12]([C:14]([N:16]1[CH2:29][CH2:28][CH2:27][C@H:17]1[C:18]([NH:20][C:21]1[CH:22]=[CH:23][CH:24]=[CH:25][CH:26]=1)=[O:19])=[O:15])[CH3:13])(=[O:10])[CH2:30][CH3:31]. Procedure: 8.7 g (0.022 mol) of N-benzyloxycarbonyl-L-alanyl-L-proline anilide were dissolved in 40 ml of 4-N hydrogen bromide in acetic acid and the solution was stirred at room temperature for 1 hour. Upon addition of 300 ml of dry ether a white solid separated. It was allowed to settle. The solution was decanted off and the solid washed with two 150 ml portions of ether, dried on a rotary evaporator and dissolved in 120 ml of dry pyridine. 5.73 ml (0.044 mol) of propionic anhydride were added and the mi... Starting materials: NC=1C=NC2=CC=CC=C2C1 (3-aminoquinoline), N1=CC=CC=C1 (pyridine), C1(=CC=CC=C1)S(=O)(=O)Cl (benzenesulfonyl chloride). Run in C(C)#N (acetonitrile), C(C)#N (acetonitrile), C(C)(=O)OCC (ethyl acetate). Conditions: temperature 0 celsius, time 18 hour. The product is N1=CC(=CC2=CC=CC=C12)NS(=O)(=O)C1=CC=CC=C1 (N-(3-Quinolinyl)benzenesulfonamide). As a reaction SMILES: [NH2:1][C:2]1[CH:3]=[N:4][C:5]2[C:10]([CH:11]=1)=[CH:9][CH:8]=[CH:7][CH:6]=2.N1C=CC=CC=1.[C:18]1([S:24](Cl)(=[O:26])=[O:25])[CH:23]=[CH:22][CH:21]=[CH:20][CH:19]=1>C(#N)C.C(OCC)(=O)C>[N:4]1[C:5]2[C:10](=[CH:9][CH:8]=[CH:7][CH:6]=2)[CH:11]=[C:2]([NH:1][S:24]([C:18]2[CH:23]=[CH:22][CH:21]=[CH:20][CH:19]=2)(=[O:26])=[O:25])[CH:3]=1. Procedure details: To a solution of 3-aminoquinoline (7.2 g, 50 mmol) in acetonitrile (150 mL) was added pyridine (25 mL) and the resulting mixture was cooled to 0° C. A solution of benzenesulfonyl chloride (7 mL, 55 mmol) in acetonitrile (20 mL) was added dropwise over 30 minutes. The mixture was allowed to warm to rt and stirred for 18 hours. The mixture was diluted with ethyl acetate (100 mL) and washed successively with 1N HCl, brine and saturated CuSO4, dried (MgSO4), and concentrated in vacuo to afford an oi... Reactants: CN1CCCC1=O, CCOC(C)=O, OCc1ccc(Cn2ccc3ncnc(Cl)c32)cc1, Nc1ccc(OCc2cccc(F)c2)c(Cl)c1. Yields the product OCc1ccc(Cn2ccc3ncnc(Nc4ccc(OCc5cccc(F)c5)c(Cl)c4)c32)cc1. Reaction SMILES: [CH3:37][N:38]1[CH2:39][CH2:40][CH2:41][C:42]1=[O:43].[CH3:44][CH2:45][O:46][C:47](=[O:48])[CH3:49].[Cl:1][c:2]1[c:3]2[c:4]([n:5][cH:6][n:7]1)[cH:8][cH:9][n:10]2[CH2:11][c:12]1[cH:13][cH:14][c:15]([CH2:18][OH:19])[cH:16][cH:17]1.[Cl:20][c:21]1[cH:22][c:23]([NH2:24])[cH:25][cH:26][c:27]1[O:28][CH2:29][c:30]1[cH:31][c:32]([F:36])[cH:33][cH:34][cH:35]1>>[c:2]1([NH:24][c:23]2[cH:22][c:21]([Cl:20])[c:27]([O:28][CH2:29][c:30]3[cH:31][c:32]([F:36])[cH:33][cH:34][cH:35]3)[cH:26][cH:25]2)[c:3]2[c:4]([n:5][cH:6][n:7]1)[cH:8][cH:9][n:10]2[CH2:11][c:12]1[cH:13][cH:14][c:15]([CH2:18][OH:19])[cH:16][cH:17]1. The reactants are CN1C(CC[C@@]2(C3=C(CC[C@@H]12)C=C(C=C3)S)C)=O ((+)-(4aR)-(10bR)-4-methyl-8-mercapto-10b-methyl-1,2,3,4,4a,-5,6,10b-octahydrobenzo[f]quinolin-3-one), C([O-])([O-])=O.[K+].[K+] (potassium carbonate), ClC1=NC2=CC=CC=C2C=C1C (2-chloro-3-methyl-quinoline), CN(C=O)C (dimethylformamide). Run in C(C)(=O)OCC (ethyl acetate). Yields the product CN1C(CC[C@@]2(C3=C(CC[C@@H]12)C=C(C=C3)SC3=NC1=CC=CC=C1C=C3C)C)=O ((+)-(4aR)-(10bR)-4-methyl-8-(3-methyl-2-quinolinylthio)-10b-methyl-1,2,3,4,4a, 5,6,10b-octahydrobenzo[f]quinolin-3-one). Yield: 16.0%. RXN SMILES: [CH3:1][N:2]1[C@H:11]2[C@@:6]([CH3:17])([C:7]3[CH:15]=[CH:14][C:13]([SH:16])=[CH:12][C:8]=3[CH2:9][CH2:10]2)[CH2:5][CH2:4][C:3]1=[O:18].C(=O)([O-])[O-].[K+].[K+].Cl[C:26]1[C:35]([CH3:36])=[CH:34][C:33]2[C:28](=[CH:29][CH:30]=[CH:31][CH:32]=2)[N:27]=1.CN(C)C=O>C(OCC)(=O)C>[CH3:1][N:2]1[C@H:11]2[C@@:6]([CH3:17])([C:7]3[CH:15]=[CH:14][C:13]([S:16][C:26]4[C:35]([CH3:36])=[CH:34][C:33]5[C:28](=[CH:29][CH:30]=[CH:31][CH:32]=5)[N:27]=4)=[CH:12][C:8]=3[CH2:9][CH2:10]2)[CH2:5][CH2:4][C:3]1=[O:18] |f:1.2.3|. Procedure: A 15 mL round bottom flask was charged with (+)-(4aR)-(10bR)-4-methyl-8-mercapto-10b-methyl-1,2,3,4,4a,-5,6,10b-octahydrobenzo[f]quinolin-3-one (37 mg, 0.14 mmol), potassium carbonate (158 mg, 1.14 mmol), 2-chloro-3-methyl-quinoline (30 mg, 0.17 mmol) and 1 mL of anhydrous dimethylformamide, fitted with a reflux condenser, and the stirred mixture was heated at 60°, under nitrogen, for 18 h. The mixture was cooled, diluted with ethyl acetate (75 mL) and washed with brine (2×25 mL). The combined o...